This data is from the Open Reaction Database (ORD), a public repository of structured organic reaction records. The task is: describe an organic reaction: reactants, conditions, products, and yield The reactants are FC1=CC=C(CC2=CC=C(O2)C=O)C=C1 (5-(4-fluoro-benzyl)-furan-2-carbaldehyde), [N+](=O)([O-])C (nitromethane), C(C)(=O)[O-].[NH4+] (ammonium acetate). The solvent is C(C)(=O)O (acetic acid). Conditions: temperature 100 celsius, time 3 hour. The product is FC1=CC=C(CC=2OC(=CC2)\C=C\[N+](=O)[O-])C=C1 (2-(4-Fluoro-benzyl)-5-((E)-2-nitro-vinyl)-furan). Yield: 100.1%. As a reaction SMILES: [F:1][C:2]1[CH:15]=[CH:14][C:5]([CH2:6][C:7]2[O:11][C:10]([CH:12]=O)=[CH:9][CH:8]=2)=[CH:4][CH:3]=1.[N+:16]([CH3:19])([O-:18])=[O:17].C([O-])(=O)C.[NH4+]>C(O)(=O)C>[F:1][C:2]1[CH:15]=[CH:14][C:5]([CH2:6][C:7]2[O:11][C:10](/[CH:12]=[CH:19]/[N+:16]([O-:18])=[O:17])=[CH:9][CH:8]=2)=[CH:4][CH:3]=1 |f:2.3|. Procedure: A mixture of 5-(4-fluoro-benzyl)-furan-2-carbaldehyde (1 g, 4.89 mmol) described in Manufacturing Example 208-1-2, nitromethane (1.32 mL, 24.5 mmol), ammonium acetate (754 mg, 9.78 mmol), and acetic acid (10 mL) was stirred for 3 hours at 100° C. This mixture was cooled to room temperature and partitioned into ethyl acetate and water. The organic layer was separated, washed with water, dried over anhydrous magnesium sulfate, and filtered. The filtrate was concentrated under a reduced pressure to...